This data is from the Open Reaction Database (ORD), a public repository of structured organic reaction records. The task is: describe an organic reaction: reactants, conditions, products, and yield The reactants are O=C([O-])[O-], Cc1ccc(CBr)cc1, CC(C)=O, [K+], [K+], CCOC(=O)C1CCCC1=O. Yields the product CCOC(=O)C1(Cc2ccc(C)cc2)CCCC1=O. RXN SMILES: [C:12](=[O:13])([O-:14])[O-:15].[CH3:18][c:19]1[cH:20][cH:21][c:22]([CH2:23][Br:24])[cH:25][cH:26]1.[CH3:27][C:28](=[O:29])[CH3:30].[K+:16].[K+:17].[O:1]=[C:2]1[CH:3]([C:7](=[O:8])[O:9][CH2:10][CH3:11])[CH2:4][CH2:5][CH2:6]1>>[O:1]=[C:2]1[C:3]([C:7](=[O:8])[O:9][CH2:10][CH3:11])([CH2:23][c:22]2[cH:21][cH:20][c:19]([CH3:18])[cH:26][cH:25]2)[CH2:4][CH2:5][CH2:6]1.